Dataset: the Open Reaction Database (ORD), a public repository of structured organic reaction records. Task: describe an organic reaction: reactants, conditions, products, and yield Reactants: Brc1cnc(I)nc1, COCCOC, CCCCCCCCOc1ccc(-c2ncc(Br)cn2)c(F)c1F, [Na+], [Na+], O=C([O-])[O-], OB(O)c1ccc(F)cc1, c1ccc(P(c2ccccc2)(c2ccccc2)[Pd](P(c2ccccc2)(c2ccccc2)c2ccccc2)(P(c2ccccc2)(c2ccccc2)c2ccccc2)P(c2ccccc2)(c2ccccc2)c2ccccc2)cc1. The product is Fc1ccc(-c2ncc(Br)cn2)cc1. As a reaction SMILES: [Br:1][c:2]1[cH:3][n:4][c:5]([I:8])[n:6][cH:7]1.[CH3:126][O:127][CH2:128][CH2:129][O:130][CH3:131].[F:25][c:26]1[c:27]([F:28])[c:29]([O:30][CH2:31][CH2:32][CH2:33][CH2:34][CH2:35][CH2:36][CH2:37][CH3:38])[cH:39][cH:40][c:41]1-[c:42]1[n:43][cH:44][c:45]([Br:46])[cH:47][n:48]1.[Na+:19].[Na+:20].[O-:21][C:22](=[O:23])[O-:24].[OH:9][B:10]([OH:11])[c:12]1[cH:13][cH:14][c:15]([F:16])[cH:17][cH:18]1.[cH:49]1[cH:50][cH:51][c:52]([P:53]([Pd:54]([P:55]([c:56]2[cH:57][cH:58][cH:59][cH:60][cH:61]2)([c:62]2[cH:63][cH:64][cH:65][cH:66][cH:67]2)[c:68]2[cH:69][cH:70][cH:71][cH:72][cH:73]2)([P:74]([c:75]2[cH:76][cH:77][cH:78][cH:79][cH:80]2)([c:81]2[cH:82][cH:83][cH:84][cH:85][cH:86]2)[c:87]2[cH:88][cH:89][cH:90][cH:91][cH:92]2)[P:93]([c:94]2[cH:95][cH:96][cH:97][cH:98][cH:99]2)([c:100]2[cH:101][cH:102][cH:103][cH:104][cH:105]2)[c:106]2[cH:107][cH:108][cH:109][cH:110][cH:111]2)([c:112]2[cH:113][cH:114][cH:115][cH:116][cH:117]2)[c:118]2[cH:119][cH:120][cH:121][cH:122][cH:123]2)[cH:124][cH:125]1>>[Br:1][c:2]1[cH:3][n:4][c:5](-[c:12]2[cH:13][cH:14][c:15]([F:16])[cH:17][cH:18]2)[n:6][cH:7]1. Starting materials: BrC=1C=CC2=C(C(OCC(N2)=O)(C)C)C1 (7-bromo-5,5-dimethyl-1,5-dihydro-4,1-benzoxazepin-2(3H)-one), FC1=CC=C(C=C1)B(O)O (4-fluoro benzeneboronic acid). Yields the product CC1(C2=C(C=CC(=C2)C3=CC=C(C=C3)F)NC(=O)CO1)C (7-(4-Fluorophenyl)-5,5-dimethyl-1,5-dihydro-4,1-benzoxazepin-2(H)-one). Reaction SMILES: Br[C:2]1[CH:3]=[CH:4][C:5]2[NH:11][C:10](=[O:12])[CH2:9][O:8][C:7]([CH3:14])([CH3:13])[C:6]=2[CH:15]=1.[F:16][C:17]1[CH:22]=[CH:21][C:20](B(O)O)=[CH:19][CH:18]=1>>[CH3:13][C:7]1([CH3:14])[O:8][CH2:9][C:10](=[O:12])[NH:11][C:5]2[CH:4]=[CH:3][C:2]([C:20]3[CH:21]=[CH:22][C:17]([F:16])=[CH:18][CH:19]=3)=[CH:15][C:6]1=2. Reported procedure: Prepared from 7-bromo-5,5-dimethyl-1,5-dihydro-4,1-benzoxazepin-2(3H)-one and 4-fluoro benzeneboronic acid generally according to the coupling procedure described in example 1. 1H NMR (DMSO-d6): δ 9.92 (s, 1H), 7.64-7.67 (m, 2H), 7.41-7.46 (m, 2H), 7.17-7.25 (m, 2H), 7.12 (s, J=2.26 Hz, 1H), 4.21 (s, 2H), 1.57 (s, 6H); MS (ESI) m/z 286 ([M+H]+); MS (ESI) m/z 284 ([M−H]−). Reactants: OS(=O)(=O)O (H2SO4), ClC=1C=CC2=CC(NC=C2C1)(CBr)CBr (7-chloro-3,3-dibromomethyl isoquinoline), [OH-].[Na+] (NaOH). The solvent is O (H2O). Run at temperature 150 celsius. Yields the product ClC1=CC=C2C=C(N=CC2=C1)C=O (7-Chloro-isoquinoline-3-carbaldehyde). As a reaction SMILES: OS(O)(=O)=O.[Cl:6][C:7]1[CH:8]=[CH:9][C:10]2[C:15]([CH:16]=1)=[CH:14][NH:13][C:12]([CH2:19]Br)(CBr)[CH:11]=2.[OH-:21].[Na+]>O>[Cl:6][C:7]1[CH:16]=[C:15]2[C:10]([CH:11]=[C:12]([CH:19]=[O:21])[N:13]=[CH:14]2)=[CH:9][CH:8]=1 |f:2.3|. Reported procedure: A 20 mL of 80% H2SO4 is added 7-chloro-3,3-dibromomethyl isoquinoline (0.69 g, 2.06 mmol) is heated to 150° C. for 16 hours. The solution is then cooled to ambient temperatures and diluted with 40 mL of H2O. The resulting solution is basified to pH=11 with 1N NaOH. The aqueous solution is extracted with CH2Cl2. The organic solution is washed with H2O and a saturated NaCl solution. The organic layer is dried over MgSO4, filtered and concentrated to give the product as an oil (0.25 g, 1.3 mmol). 1...